This data is from the Open Reaction Database (ORD), a public repository of structured organic reaction records. The task is: describe an organic reaction: reactants, conditions, products, and yield Reactants: CS(C)=O, C[S+](C)(C)=O, CC(C)(Cc1ccc(Cl)cc1Cl)C(=O)Cn1cncn1, [I-], C1CCOC1. Yields the product CC(C)(Cc1ccc(Cl)cc1Cl)C1(Cn2cncn2)CO1. Reaction SMILES: [CH3:27][S:28]([CH3:29])=[O:30].[CH3:2][S+:3]([CH3:4])([CH3:5])=[O:6].[Cl:7][c:8]1[c:9]([CH2:15][C:16]([C:17]([CH2:18][n:19]2[n:20][cH:21][n:22][cH:23]2)=[O:24])([CH3:25])[CH3:26])[cH:10][cH:11][c:12]([Cl:14])[cH:13]1.[I-:1].[O:31]1[CH2:32][CH2:33][CH2:34][CH2:35]1>>[CH2:2]1[C:17]([C:16]([CH2:15][c:9]2[c:8]([Cl:7])[cH:13][c:12]([Cl:14])[cH:11][cH:10]2)([CH3:25])[CH3:26])([CH2:18][n:19]2[n:20][cH:21][n:22][cH:23]2)[O:24]1. Reaction SMILES: [CH3:15][N:16]([CH:17]1[CH2:18][NH:19][CH2:20][CH2:21]1)[CH3:22].[CH3:1][S:2][c:3]1[o:4][c:5]2[c:6]([n:7]1)[cH:8][c:9]([N+:12](=[O:13])[O-:14])[cH:10][cH:11]2.[CH3:23][c:24]1[cH:25][cH:26][cH:27][cH:28][cH:29]1>>[c:3]1([N:19]2[CH2:18][CH:17]([N:16]([CH3:15])[CH3:22])[CH2:21][CH2:20]2)[o:4][c:5]2[c:6]([n:7]1)[cH:8][c:9]([N+:12](=[O:13])[O-:14])[cH:10][cH:11]2. Yields the product CN(C)C1CCN(c2nc3cc([N+](=O)[O-])ccc3o2)C1. Starting materials: CN(C)C1CCNC1, CSc1nc2cc([N+](=O)[O-])ccc2o1, Cc1ccccc1.